From a dataset of the Open Reaction Database (ORD), a public repository of structured organic reaction records. describe an organic reaction: reactants, conditions, products, and yield Starting materials: O (water), C1CCOC1 (THF), COC(CCCOC1=CC=C(C=C1)C1=C(C2=C(S1)C=C(C=C2)OCC2=CC=CC=C2)CC2=CC(=C(C=C2)CN2CCCC2)OC)=O (4-[4-[6-benzyloxy-3-[3-methoxy-4-(1-pyrrolidinylmethyl)benzyl]benzo[b]thiophen-2-yl]phenoxy]butanoic acid methyl ester), [H-].[H-].[H-].[H-].[Li+].[Al+3] (LAH). Reagents/catalysts: O (water), [OH-].[Na+] (NaOH), O (water). Reaction conditions: time 3 hour. Product: C(C(=O)O)(=O)O.OC=1C=CC2=C(SC(=C2CC2=CC(=C(C=C2)CN2CCCC2)OC)C2=CC=C(OCCCCO)C=C2)C1 (4-[4-[6-Hydroxy-3-[3-methoxy-4-(1-pyrrolidinylmethyl)benzyl]benzo[b]thiophen-2-yl]phenoxy]butanol Oxalate), oil. The yield is 85.0%. As a reaction SMILES: C[O:2][C:3](=[O:46])[CH2:4][CH2:5][CH2:6][O:7][C:8]1[CH:13]=[CH:12][C:11]([C:14]2[S:18][C:17]3[CH:19]=[C:20]([O:23]CC4C=CC=CC=4)[CH:21]=[CH:22][C:16]=3[C:15]=2[CH2:31][C:32]2[CH:37]=[CH:36][C:35]([CH2:38][N:39]3[CH2:43][CH2:42][CH2:41][CH2:40]3)=[C:34]([O:44][CH3:45])[CH:33]=2)=[CH:10][CH:9]=1.[H-].[H-].[H-].[H-].[Li+].[Al+3].[OH2:53].C1C[O:57]CC1>O.[OH-].[Na+]>[C:3]([OH:2])(=[O:46])[C:4]([OH:57])=[O:53].[OH:23][C:20]1[CH:21]=[CH:22][C:16]2[C:15]([CH2:31][C:32]3[CH:37]=[CH:36][C:35]([CH2:38][N:39]4[CH2:43][CH2:42][CH2:41][CH2:40]4)=[C:34]([O:44][CH3:45])[CH:33]=3)=[C:14]([C:11]3[CH:10]=[CH:9][C:8]([O:7][CH2:6][CH2:5][CH2:4][CH2:3][OH:2])=[CH:13][CH:12]=3)[S:18][C:17]=2[CH:19]=1 |f:1.2.3.4.5.6,10.11,12.13|. Procedure details: The 4-[4-[6-benzyloxy-3-[3-methoxy-4-(1-pyrrolidinylmethyl)benzyl]benzo[b]thiophen-2-yl]phenoxy]butanoic acid methyl ester prepared in Part A (91 mg; 0.14 mmol) was dissolved in anhydrous THF under argon atmosphere. LAH (10 mg; 0.29 mmol) was added. The mixture was stirred at room temperature for 3 h before it was hydrolyzed by addition of 2 drops of water, 2 drops of 5 M NaOH, and six drops of water. Additional water (25 mL) was added, and extraction was carried out with CH2Cl2. The combined or... Starting materials: compound [ 4-6 ], COC1=C(CCl)C=CC=C1 (2-methoxybenzyl chloride), C(C1=CC=CC=C1)N1C=CC2=CC=C(C=C12)CC(=O)O (2-(1-benzyl-1H-indole-6-yl)acetic acid). Yields the product COC1=C(CN2C=CC3=CC=C(C=C23)CC(=O)O)C=CC=C1 (2-[1-(2-methoxybenzyl)-1H-indole-6-yl]acetic acid), C(C1=CC=CC=C1)N1C=CC2=CC=C(C=C12)CC(=O)O (2-(1-benzyl-1H-indole-6-yl)acetic acid). RXN SMILES: [CH3:1][O:2][C:3]1[CH:10]=[CH:9][CH:8]=[CH:7][C:4]=1[CH2:5]Cl.[CH2:11]([N:18]1[C:26]2[C:21](=[CH:22][CH:23]=[C:24]([CH2:27][C:28]([OH:30])=[O:29])[CH:25]=2)[CH:20]=[CH:19]1)[C:12]1[CH:17]=[CH:16][CH:15]=[CH:14][CH:13]=1>>[CH3:1][O:2][C:3]1[CH:10]=[CH:9][CH:8]=[CH:7][C:4]=1[CH2:5][N:18]1[C:26]2[C:21](=[CH:22][CH:23]=[C:24]([CH2:27][C:28]([OH:30])=[O:29])[CH:25]=2)[CH:20]=[CH:19]1.[CH2:11]([N:18]1[C:26]2[C:21](=[CH:22][CH:23]=[C:24]([CH2:27][C:28]([OH:30])=[O:29])[CH:25]=2)[CH:20]=[CH:19]1)[C:12]1[CH:13]=[CH:14][CH:15]=[CH:16][CH:17]=1. Reported procedure: The titled compound (29 mg) as a white solid was prepared from the compound [4-6] obtained in the process (6) of Example 4 (100 mg) and 2-methoxybenzyl chloride according to the method of the process (7) of Example 4.